This data is from the Open Reaction Database (ORD), a public repository of structured organic reaction records. The task is: describe an organic reaction: reactants, conditions, products, and yield Reactants: ice water, C(C(=O)Cl)(=O)Cl (oxalyl chloride), NC1=NC(=NS1)/C(/C(=O)O)=N/OCF (2-(5-amino-1,2,4-thiadiazol-3-yl)-2(Z)-fluoromethoxyiminoacetic acid), CN(C=O)C (N,N-dimethylformamide). Solvent: O1CCCC1 (tetrahydrofuran), O1CCCC1 (THF). Conditions: time 30 minute. Product: NC1=NC(=NS1)/C(/C(=O)Cl)=N/OCF (2-(5-amino-1,2,4-thiadiazol-3-yl)-2(Z)-fluoromethoxyiminoacetyl chloride). Reaction SMILES: [NH2:1][C:2]1[S:6][N:5]=[C:4](/[C:7](=[N:11]/[O:12][CH2:13][F:14])/[C:8](O)=[O:9])[N:3]=1.C(Cl)(=O)C([Cl:18])=O.CN(C)C=O>O1CCCC1>[NH2:1][C:2]1[S:6][N:5]=[C:4](/[C:7](=[N:11]/[O:12][CH2:13][F:14])/[C:8]([Cl:18])=[O:9])[N:3]=1. Procedure: In 30.0 ml of tetrahydrofuran (THF), 11.0 g of 2-(5-amino-1,2,4-thiadiazol-3-yl)-2(Z)-fluoromethoxyiminoacetic acid were stirred at -20° C., followed by the dropwise addition of a chlorinating reagent, which had been prepared beforehand by gradually adding 6.97 g of oxalyl chloride at 5° C. to a mixture of 80 ml of THF and 4.0 g of N,N-dimethylformamide (DMF) and then reacting them for 30 minutes. After they were reacted for 5 minutes, the reaction mixture was poured into 400 ml of ice water to ...